This data is from the Open Reaction Database (ORD), a public repository of structured organic reaction records. The task is: describe an organic reaction: reactants, conditions, products, and yield Starting materials: B(Br)(Br)Br (BBr3), C(C)NC([O-])=O.COC=1C(=CC=2C(C3C(CNC3)C2C1)C)Cl (N-ethylcarbamate 5-methoxy-6-chloro-8-methyl-1,2,3,3a,8,8a-hexahydroindeno[1,2-c]pyrrole). Solvent: C(Cl)Cl (CH2Cl2). Conditions: time 8 hour. The product is C(C)NC([O-])=O.OC=1C(=CC=2C(C3C(CNC3)C2C1)C)Cl (N-Ethylcarbamate 5-hydroxy-6-chloro-8-methyl-1,2,3,3a,8,8a-hexahydroindeno[1,2-c]pyrrole). As a reaction SMILES: B(Br)(Br)Br.[CH2:5]([NH:7][C:8](=[O:10])[O-:9])[CH3:6].C[O:12][C:13]1[C:14]([Cl:26])=[CH:15][C:16]2[CH:17]([CH3:25])[CH:18]3[CH2:22][NH:21][CH2:20][CH:19]3[C:23]=2[CH:24]=1>C(Cl)Cl>[CH2:5]([NH:7][C:8](=[O:9])[O-:10])[CH3:6].[OH:12][C:13]1[C:14]([Cl:26])=[CH:15][C:16]2[CH:17]([CH3:25])[CH:18]3[CH2:22][NH:21][CH2:20][CH:19]3[C:23]=2[CH:24]=1 |f:1.2,4.5|. Reported procedure: BBr3 (3.7 mL, 1.0 M in CH2Cl2) was added to a solution of N-ethylcarbamate-5-methoxy-6-chloro-8-methyl-1,2,3,3a,8,8a-hexahydroindeno[1,2-c]pyrrole (from Example 3, Step A) (0.49 g, 1.6 mmol) in CH2Cl2 (32 mL), and stirred overnight at room temperature. The excess BBr3 was quenched with the dropwise addition of H2O (10 mL), and washed with saturated aqueous NaHCO3 (50 mL) and brine (50 mL). The organic extract was dried over MgSO4 and concentrated to afford the subtitle compound, which was used w... Starting materials: Br.NC=1SCC(N1)=CCC(NC1=CC=C(C=C1)Cl)=O (2-amino-4-(4-chlorophenylcarbamoylethylidene) thiazole hydrobromide), N1=CC=CC=C1 (pyridine), CN=C=O (methyl isocyanate), N1=CC=CC=C1 (pyridine). Solvent: O (water). Reaction conditions: time 8 hour. The product is ClC1=CC=C(C=C1)NC(=O)CC=C1N=C(SC1)NC(=O)NC (4-(4-chlorophenylcarbamoylethylidene)-2-(3-methylureido)thiazole). Isolated yield 37.6%. Reaction SMILES: Br.[NH2:2][C:3]1[S:4][CH2:5][C:6](=[CH:8][CH2:9][C:10](=[O:19])[NH:11][C:12]2[CH:17]=[CH:16][C:15]([Cl:18])=[CH:14][CH:13]=2)[N:7]=1.N1C=CC=CC=1.[CH3:26][N:27]=[C:28]=[O:29]>O>[Cl:18][C:15]1[CH:16]=[CH:17][C:12]([NH:11][C:10]([CH2:9][CH:8]=[C:6]2[CH2:5][S:4][C:3]([NH:2][C:28]([NH:27][CH3:26])=[O:29])=[N:7]2)=[O:19])=[CH:13][CH:14]=1 |f:0.1|. Reported procedure: A reaction flask was charged with 3.9 g (0.011 mole) of 2-amino-4-(4-chlorophenylcarbamoylethylidene) thiazole hydrobromide (M.P. 112°-16°; prepared from 4-bromo-4'-chloro-2-methylacetoacetanilide and thiourea in ethanol), 30 ml of pyridine and 1.1 g (0.018 mole) of methyl isocyanate. The solution was allowed to stir overnight at ambient temperature. On the following morning, the pyridine solution was poured into water. The water was decanted from the residual oil. With stirring, the addition of...